Dataset: the Open Reaction Database (ORD), a public repository of structured organic reaction records. Task: describe an organic reaction: reactants, conditions, products, and yield Starting materials: Cc1nc(C(=O)O)c(Br)s1, CO, Cl. Product: COC(=O)c1nc(C)sc1Br. Reaction SMILES: [Br:1][c:2]1[c:3]([C:8](=[O:9])[OH:10])[n:4][c:5]([CH3:7])[s:6]1.[CH3:12][OH:13].[ClH:11]>>[Br:1][c:2]1[c:3]([C:8]([O:9][CH3:12])=[O:10])[n:4][c:5]([CH3:7])[s:6]1. Reaction SMILES: [CH2:1]([c:2]1[cH:3][cH:4][cH:5][cH:6][cH:7]1)[O:8][c:9]1[c:10]([CH2:22][CH2:23][CH3:24])[cH:11][c:12](-[c:15]2[s:16][cH:17][c:18]([CH2:20][CH3:21])[n:19]2)[cH:13][cH:14]1.[CH3:29][CH2:30][OH:31].[CH:25]([O-:26])=[O:27].[NH4+:28]>>[OH:8][c:9]1[c:10]([CH2:22][CH2:23][CH3:24])[cH:11][c:12](-[c:15]2[s:16][cH:17][c:18]([CH2:20][CH3:21])[n:19]2)[cH:13][cH:14]1. The reactants are CCCc1cc(-c2nc(CC)cs2)ccc1OCc1ccccc1, CCO, O=C[O-], [NH4+]. Yields the product CCCc1cc(-c2nc(CC)cs2)ccc1O.